describe an organic reaction: reactants, conditions, products, and yield From a dataset of the Open Reaction Database (ORD), a public repository of structured organic reaction records. The reactants are BrC1=CC=C(C=C1)Br (1,4-dibromobenzene), C(#N)C(C)(C)N1CCCCC1 (1-(1-cyano-1-methylethyl)-piperidine), [Mg] (magnesium), resultant mixture, C([O-])([O-])=O.[K+].[K+] (potassium carbonate), II (iodine). Solvent: C(C)OCC (diethyl ether), C1CCOC1 (THF). Conditions: time 30 minute. Product: BrC1=CC=C(C=C1)C(C)(C)N1CCCCC1 (1-[1-(4-Bromophenyl)-1-methyl-ethyl]-piperidine). Isolated yield 10.7%. Reaction SMILES: [Mg].II.Br[C:5]1[CH:10]=[CH:9][C:8]([Br:11])=[CH:7][CH:6]=1.[C:12]([C:14]([N:17]1[CH2:22][CH2:21][CH2:20][CH2:19][CH2:18]1)(C)[CH3:15])#N.C(=O)([O-])[O-].[K+].[K+]>C(OCC)C.C1COCC1>[Br:11][C:8]1[CH:9]=[CH:10][C:5]([C:14]([N:17]2[CH2:22][CH2:21][CH2:20][CH2:19][CH2:18]2)([CH3:15])[CH3:12])=[CH:6][CH:7]=1 |f:4.5.6|. Procedure: In a three necked round bottom flask fitted with a condenser and nitrogen stream, was placed a small quantity of ground glass and magnesium turnings (190 mg, 7.40 mmol). The mixture was stirred for 30 minutes under vacuum then placed under nitrogen and iodine added (one small crystal), followed by the rapid addition of 1,4-dibromobenzene (2.43 g, 10.3 mmol) in 15 ml of anhydrous diethyl ether. The reaction mixture was then heated under reflux for 5 minutes. After this time, a solution of 1-(1-cy... Starting materials: ClC1=CC=C(C=C1)N1C(NCC1)=O (1-(4-chlorophenyl)-2-imidazolidinone), BrCCCCCOCCCOC1=CC=C(C=C1)OC (1-{3-[(5-Bromopentyl)oxy]propoxy}-4-methoxybenzene), [H-].[Na+] (NaH). The solvent is CN(C=O)C (dimethylformamide). Conditions: time 30 minute. The product is ClC1=CC=C(C=C1)N1C(N(CC1)CCCCCOCCCOC1=CC=C(C=C1)OC)=O (1-(4-chlorophenyl)-3-(5-[3-(4-methoxyphenoxy)propoxy]pentyl)-2-imidazolidinone), solid. Isolated yield 68.0%. As a reaction SMILES: [Cl:1][C:2]1[CH:7]=[CH:6][C:5]([N:8]2[CH2:12][CH2:11][NH:10][C:9]2=[O:13])=[CH:4][CH:3]=1.[H-].[Na+].Br[CH2:17][CH2:18][CH2:19][CH2:20][CH2:21][O:22][CH2:23][CH2:24][CH2:25][O:26][C:27]1[CH:32]=[CH:31][C:30]([O:33][CH3:34])=[CH:29][CH:28]=1>CN(C)C=O>[Cl:1][C:2]1[CH:3]=[CH:4][C:5]([N:8]2[CH2:12][CH2:11][N:10]([CH2:17][CH2:18][CH2:19][CH2:20][CH2:21][O:22][CH2:23][CH2:24][CH2:25][O:26][C:27]3[CH:32]=[CH:31][C:30]([O:33][CH3:34])=[CH:29][CH:28]=3)[C:9]2=[O:13])=[CH:6][CH:7]=1 |f:1.2|. Reported procedure: To a solution of 1-(4-chlorophenyl)-2-imidazolidinone (0.10 g, 0.53 mmol) dissolved in 10 mL dimethylformamide cooled in an ice bath was added NaH (60% dispersion in mineral oil, 27.3 mg, 0.80 mmol). The mixture was stirred at room temperature for 30 min and then cooled in ice bath. 1-{3-[(5-Bromopentyl)oxy]propoxy}-4-methoxybenzene (0.18 g, 0.53 mmol) was added, and the mixture was stirred at room temperature for additional 4 hours. The reaction was quenched with MeOH, and the solvents were pum... The reactants are CCS(=O)(=O)N1CCC(c2c[nH]c3c(C(N)=O)cc(Br)cc23)CC1, O=C([O-])[O-], OB(O)c1ccc(CNC2CC2)s1, [K+], [K+], c1ccc(P(c2ccccc2)(c2ccccc2)[Pd](P(c2ccccc2)(c2ccccc2)c2ccccc2)(P(c2ccccc2)(c2ccccc2)c2ccccc2)P(c2ccccc2)(c2ccccc2)c2ccccc2)cc1. Yields the product CCS(=O)(=O)N1CCC(c2c[nH]c3c(C(N)=O)cc(-c4ccc(CNC5CC5)s4)cc23)CC1. As a reaction SMILES: [Br:14][c:15]1[cH:16][c:17]2[c:18]([CH:27]3[CH2:28][CH2:29][N:30]([S:33](=[O:34])(=[O:35])[CH2:36][CH3:37])[CH2:31][CH2:32]3)[cH:19][nH:20][c:21]2[c:22]([C:24](=[O:25])[NH2:26])[cH:23]1.[C:38](=[O:39])([O-:40])[O-:41].[CH:1]1([NH:4][CH2:5][c:6]2[cH:7][cH:8][c:9]([B:11]([OH:12])[OH:13])[s:10]2)[CH2:2][CH2:3]1.[K+:42].[K+:43].[cH:44]1[cH:45][cH:46][c:47]([P:48]([Pd:49]([P:50]([c:51]2[cH:52][cH:53][cH:54][cH:55][cH:56]2)([c:57]2[cH:58][cH:59][cH:60][cH:61][cH:62]2)[c:63]2[cH:64][cH:65][cH:66][cH:67][cH:68]2)([P:69]([c:70]2[cH:71][cH:72][cH:73][cH:74][cH:75]2)([c:76]2[cH:77][cH:78][cH:79][cH:80][cH:81]2)[c:82]2[cH:83][cH:84][cH:85][cH:86][cH:87]2)[P:88]([c:89]2[cH:90][cH:91][cH:92][cH:93][cH:94]2)([c:95]2[cH:96][cH:97][cH:98][cH:99][cH:100]2)[c:101]2[cH:102][cH:103][cH:104][cH:105][cH:106]2)([c:107]2[cH:108][cH:109][cH:110][cH:111][cH:112]2)[c:113]2[cH:114][cH:115][cH:116][cH:117][cH:118]2)[cH:119][cH:120]1>>[CH:1]1([NH:4][CH2:5][c:6]2[cH:7][cH:8][c:9](-[c:15]3[cH:16][c:17]4[c:18]([CH:27]5[CH2:28][CH2:29][N:30]([S:33](=[O:34])(=[O:35])[CH2:36][CH3:37])[CH2:31][CH2:32]5)[cH:19][nH:20][c:21]4[c:22]([C:24](=[O:25])[NH2:26])[cH:23]3)[s:10]2)[CH2:2][CH2:3]1. Reactants: C(C)(C)(C)OC(NC(=N)C=1SC(=C(C1)S(=O)(=O)C=1C=NC(=C(C1)Br)Cl)SC)=O ({[4-(5-bromo-6-chloro-pyridine-3-sulfonyl)-5-methylsulfanyl-thiophen-2-yl]-imino-methyl}-carbamic acid tert-butyl ester), CC1=C(SC=C1)CN (3-methylthiophene-2-methylamine), C1CCOC1 (THF), C(Cl)(Cl)Cl.FC(C(=O)O)(F)F (chloroform trifluoroacetic acid). Reaction conditions: temperature 70 celsius, time 2 hour. Yields the product FC(C(=O)O)(F)F.BrC=1C=C(C=NC1NCC=1SC=CC1C)S(=O)(=O)C=1C=C(SC1SC)C(=N)N (4-{5-Bromo-6-[(3-methyl-thiophen-2-ylmethyl)-amino]-pyridine-3-sulfonyl}-5-methylsulfanyl-thiophene-2-carboxamidine trifluoroacetate). RXN SMILES: C(OC(=O)[NH:7][C:8]([C:10]1[S:11][C:12]([S:26][CH3:27])=[C:13]([S:15]([C:18]2[CH:19]=[N:20][C:21](Cl)=[C:22]([Br:24])[CH:23]=2)(=[O:17])=[O:16])[CH:14]=1)=[NH:9])(C)(C)C.[CH3:29][C:30]1[CH:34]=[CH:33][S:32][C:31]=1[CH2:35][NH2:36].C1COCC1.C(Cl)(Cl)Cl.[F:46][C:47]([F:52])([F:51])[C:48]([OH:50])=[O:49]>>[F:46][C:47]([F:52])([F:51])[C:48]([OH:50])=[O:49].[Br:24][C:22]1[CH:23]=[C:18]([S:15]([C:13]2[CH:14]=[C:10]([C:8]([NH2:7])=[NH:9])[S:11][C:12]=2[S:26][CH3:27])(=[O:16])=[O:17])[CH:19]=[N:20][C:21]=1[NH:36][CH2:35][C:31]1[S:32][CH:33]=[CH:34][C:30]=1[CH3:29] |f:3.4,5.6|. Procedure details: To a vessel containing a stir bar was added {[4-(5-bromo-6-chloro-pyridine-3-sulfonyl)-5-methylsulfanyl-thiophen-2-yl]-imino-methyl}-carbamic acid tert-butyl ester (0.035 g, 0.066 mmol), 3-methylthiophene-2-methylamine (0.016 g, 0.133 mmol), THF [2 mL]. The reaction vessel was sealed and heated to 70° C. for 18 hours, cooled to room temperature and concentrated in vacuo. Chromatography of crude material (10%–25% EtOAC/Hx) yielded the intermediate which was dissolved in a solution of chloroform/t... Starting materials: CO, Cc1ccccc1, CCCCCCCCCCCCCCCCNc1ccc(C#N)c(F)c1, O=S(=O)(O)O. Product: CCCCCCCCCCCCCCCCNc1ccc(C=O)c(F)c1. Reaction SMILES: [CH3:27][OH:28].[CH3:34][c:35]1[cH:36][cH:37][cH:38][cH:39][cH:40]1.[F:1][c:2]1[c:3]([C:4]#[N:5])[cH:6][cH:7][c:8]([NH:10][CH2:11][CH2:12][CH2:13][CH2:14][CH2:15][CH2:16][CH2:17][CH2:18][CH2:19][CH2:20][CH2:21][CH2:22][CH2:23][CH2:24][CH2:25][CH3:26])[cH:9]1.[S:29]([OH:30])(=[O:31])(=[O:32])[OH:33]>>[F:1][c:2]1[c:3]([CH:4]=[O:30])[cH:6][cH:7][c:8]([NH:10][CH2:11][CH2:12][CH2:13][CH2:14][CH2:15][CH2:16][CH2:17][CH2:18][CH2:19][CH2:20][CH2:21][CH2:22][CH2:23][CH2:24][CH2:25][CH3:26])[cH:9]1. The reactants are C(Cl)(Cl)Cl (Chloroform), CC=1NC(=CC(C1)=O)C (2,6-dimethyl-4-(1H)-pyridone), C(C)(=O)O (acetic acid). The solvent is [OH-].[Na+] (sodium hydroxide). Yields the product CC=1NC(=CC(C1C=O)=O)C (2,6-dimethyl-3-formyl-4(1H)-pyridone). Reaction SMILES: C(Cl)(Cl)Cl.[CH3:5][C:6]1[NH:7][C:8]([CH3:13])=[CH:9][C:10](=[O:12])[CH:11]=1.[C:14](O)(=[O:16])C>[OH-].[Na+]>[CH3:5][C:6]1[NH:7][C:8]([CH3:13])=[CH:9][C:10](=[O:12])[C:11]=1[CH:14]=[O:16] |f:3.4|. Procedure details: Chloroform (12 ml) was added in 1 ml portions over a period of 2 hours to a refluxing solution of 2,6-dimethyl-4-(1H)-pyridone (6.2 g) in 4M aqueous sodium hydroxide (112 ml). The solution was heated under reflux for 6 hours, cooled and acidified to pH 6 with acetic acid. Volatile material was removed by evaporation and the residue was extracted with methanol (3×100 ml). The extracts were concentrated and the residue was purified by flash chromatography, eluting with methanol/dichloromethane (1:...